This data is from the Open Reaction Database (ORD), a public repository of structured organic reaction records. The task is: describe an organic reaction: reactants, conditions, products, and yield Reported procedure: Part D: To a solution of 7-benzyl-4-(pyridin-2-yl)-5,6,7,8-tetrahydropyrido[3,4-d]pyrimidine (2.15 g, 7.1 mmol) and N,N-diisopropylethylamine (2.48 mL, 14.2 mmol) in dichloromethane (30 mL) at 0° C. was added 1-chloroethyl chloroformate (1.15 mL, 10.7 mmol) over several minutes. The resulting solution was stirred at 0° C. for 1.0 h and then at 25° C. for 20 h. To this solution was added a saturated aqueous sodium bicarbonate solution (50 mL), and the resulting two-phase mixture was stirred at 25... Reactants: C([O-])(O)=O.[Na+] (sodium bicarbonate), C(C1=CC=CC=C1)N1CC=2N=CN=C(C2CC1)C1=NC=CC=C1 (7-benzyl-4-(pyridin-2-yl)-5,6,7,8-tetrahydropyrido[3,4-d]pyrimidine), C(C)(C)N(C(C)C)CC (N,N-diisopropylethylamine), ClC(=O)OC(C)Cl (1-chloroethyl chloroformate). Run in C([O-])([O-])=O.[Na+].[Na+] (sodium carbonate), C(Cl)(Cl)Cl (chloroform), ClCCl (dichloromethane). Reaction SMILES: C([N:8]1[CH2:17][CH2:16][C:15]2[C:14]([C:18]3[CH:23]=[CH:22][CH:21]=[CH:20][N:19]=3)=[N:13][CH:12]=[N:11][C:10]=2[CH2:9]1)C1C=CC=CC=1.C(N(CC)C(C)C)(C)C.[Cl:33]C(OC(Cl)C)=O.C(=O)(O)[O-].[Na+]>ClCCl.C(=O)([O-])[O-].[Na+].[Na+].C(Cl)(Cl)Cl>[ClH:33].[N:19]1[CH:20]=[CH:21][CH:22]=[CH:23][C:18]=1[C:14]1[C:15]2[CH2:16][CH2:17][NH:8][CH2:9][C:10]=2[N:11]=[CH:12][N:13]=1 |f:3.4,6.7.8,10.11|. Yield: 52.7%. Conditions: temperature 0 celsius, time 1 hour. Product: Cl.N1=C(C=CC=C1)C=1C2=C(N=CN1)CNCC2 (4-(pyridin-2-yl)-5,6,7,8-tetrahydropyrido[3,4-d]pyrimidine hydrochloride). The reactants are C(C1=CC=CC=C1)OC(=O)N[C@@H]1[C@@H](CCC1)C(=O)OC (methyl (1R,2S)-2-{[(benzyloxy)carbonyl]amino}cyclopentanecarboxylate). Reagents/catalysts: [Pd] (Palladium on carbon). The solvent is C(C)(=O)OCC (ethyl acetate). Run at temperature 25 celsius, time 1.5 hour. Yields the product N[C@@H]1[C@@H](CCC1)C(=O)OC (methyl (1R,2S)-2-aminocyclopentanecarboxylate). Yield: 127.9%. RXN SMILES: C(OC([NH:11][C@H:12]1[CH2:16][CH2:15][CH2:14][C@H:13]1[C:17]([O:19][CH3:20])=[O:18])=O)C1C=CC=CC=1>C(OCC)(=O)C.[Pd]>[NH2:11][C@H:12]1[CH2:16][CH2:15][CH2:14][C@H:13]1[C:17]([O:19][CH3:20])=[O:18]. Procedure details: To a solution of methyl (1R,2S)-2-{[(benzyloxy)carbonyl]amino}cyclopentanecarboxylate (6.5 g, 23.5 mmol) in ethyl acetate (200 mL), 5% Palladium on carbon (1.3 g, 20% w/w) was added. The flask was degassed and backfilled with hydrogen gas via balloon. The mixture was stirred at 25° C. for 1.5 h, passed through a plug of Celite and rinsed with ethyl acetate. The filtrate was concentrated in vacuo to afford the desired product, methyl (1R,2S)-2-aminocyclopentanecarboxylate (4.30 g, 30.05 mmol, qua... Reactants: COC(=O)C1=NC(=CC=C1)COC1=CC=C(C=C1)I (6-(4-iodo-phenoxymethyl)-pyridine-2-carboxylic acid methyl ester), COCC1=C(C=CC=C1)B(O)O (2-methoxymethyl-phenylboronic acid), C([O-])([O-])=O.[K+].[K+] (potassium carbonate), COC(=O)C1=NC(=CC=C1)COC1=CC=C(C=C1)I (6-(4-iodo-phenoxymethyl)-pyridine-2-carboxylic acid methyl ester), bis(tri -cyclohexyl-phosphine)palladium, [OH-].[K+] (KOH). Run in O1CCOCC1 (dioxane), O (water). Reaction conditions: time 1 hour. Product: COCC1=C(C=CC=C1)C1=CC=C(C=C1)OCC1=CC=CC(=N1)C(=O)O (6-(2′-methoxymethyl-biphenyl-4-yloxymethyl)-pyridine-2-carboxylic acid). Reaction SMILES: C[O:2][C:3]([C:5]1[CH:10]=[CH:9][CH:8]=[C:7]([CH2:11][O:12][C:13]2[CH:18]=[CH:17][C:16](I)=[CH:15][CH:14]=2)[N:6]=1)=[O:4].C(=O)([O-])[O-].[K+].[K+].[CH3:26][O:27][CH2:28][C:29]1[CH:34]=[CH:33][CH:32]=[CH:31][C:30]=1B(O)O.[OH-].[K+]>O.O1CCOCC1>[CH3:26][O:27][CH2:28][C:29]1[CH:34]=[CH:33][CH:32]=[CH:31][C:30]=1[C:16]1[CH:17]=[CH:18][C:13]([O:12][CH2:11][C:7]2[N:6]=[C:5]([C:3]([OH:2])=[O:4])[CH:10]=[CH:9][CH:8]=2)=[CH:14][CH:15]=1 |f:1.2.3,5.6|. Procedure details: A first stock solution was prepared consisting of 6-(4-iodo-phenoxymethyl)-pyridine-2-carboxylic acid methyl ester (of intermediate 5; 1.77 g, 4.8 mmol), bis(tri -cyclohexyl-phosphine)palladium (available from Strem Chemicals, Inc., Newburyport, Mass.; 168 mg, 0.25 mmol), and dioxane (approximately 100 mL). A second stock solution was prepared consisting of potassium carbonate (1.99 g, 14.4 mmol) and water (approximately 10 mL). The solutions were sonicated and degassed by bubbling nitrogen gas ...